Dataset: the Open Reaction Database (ORD), a public repository of structured organic reaction records. Task: describe an organic reaction: reactants, conditions, products, and yield Reactants: CO (methanol), CN(CCN)C (N,N-dimethylethylenediamine), O(CCNC(=O)C=1SC2=C(N1)C(C(=CC2=O)OC)=O)CCNC(=O)C=2SC1=C(N2)C(C(=CC1=O)OC)=O (N,N′-(oxydiethane-2,1-diyl)bis(5-methoxy-4,7-dioxo-4,7-dihydro-1,3-benzothiazole-2-carboxamide)). Solvent: ClCCl (dichloromethane), C(C)O (ethanol). Conditions: temperature 60 celsius, time 4 hour. The product is O(CCNC(=O)C=1SC2=C(N1)C(C(=CC2=O)NCCN(C)C)=O)CCNC(=O)C=2SC1=C(N2)C(C(=CC1=O)NCCN(C)C)=O (N,N′-(oxydiethane-2,1-diyl)bis(5-([2-(dimethylamino)ethyl]amino}-4,7-dioxo-4,7-dihydro-1,3-benzothiazole-2-carboxamide)). The yield is 5.0%. As a reaction SMILES: [CH3:1][N:2]([CH3:6])[CH2:3][CH2:4][NH2:5].[O:7]([CH2:26][CH2:27][NH:28][C:29]([C:31]1[S:32][C:33]2[C:39](=[O:40])[CH:38]=[C:37](OC)[C:36](=[O:43])[C:34]=2[N:35]=1)=[O:30])[CH2:8][CH2:9][NH:10][C:11]([C:13]1[S:14][C:15]2[C:21](=[O:22])[CH:20]=[C:19](OC)[C:18](=[O:25])[C:16]=2[N:17]=1)=[O:12].CO>C(O)C.ClCCl>[O:7]([CH2:8][CH2:9][NH:10][C:11]([C:13]1[S:14][C:15]2[C:21](=[O:22])[CH:20]=[C:19]([NH:5][CH2:4][CH2:3][N:2]([CH3:6])[CH3:1])[C:18](=[O:25])[C:16]=2[N:17]=1)=[O:12])[CH2:26][CH2:27][NH:28][C:29]([C:31]1[S:32][C:33]2[C:39](=[O:40])[CH:38]=[C:37]([NH:5][CH2:4][CH2:3][N:2]([CH3:6])[CH3:1])[C:36](=[O:43])[C:34]=2[N:35]=1)=[O:30]. Reported procedure: 81 μl (0.73 mmol; 2 eq.) of N,N-dimethylethylenediamine is added to 200 mg of N,N′-(oxydiethane-2,1-diyl)bis(5-methoxy-4,7-dioxo-4,7-dihydro-1,3-benzothiazole-2-carboxamide) in solution in 300 ml of anhydrous ethanol. The reaction mixture is stirred at 60° C. for 4 hours then the solvent is evaporated off under reduced pressure. The residue is purified on a silica column (eluent: methanol in dichloromethane: gradient of 0 to 20% over 30 minutes then for 15 minutes with 20% of methanol in dichlor... Reactants: COC(C[C@H]1CC=C2C=3CCC4C([C@H](CC[C@]4(C)C3CC[C@]12C)O)(C)C)=O (4,4-dimethyl-3β-hydroxypregna-8,14-dien-21-oic acid methyl ester), [Si](C)(C)(C(C)(C)C)Cl (tert-butyldimethylsilyl chloride), N1C=NC=C1 (imidazole), ice. The solvent is CN(C=O)C (N,N-dimethylformamide). Product: COC(C[C@H]1CC=C2C=3CCC4C([C@H](CC[C@]4(C)C3CC[C@]12C)O[Si](C(C)(C)C)(C)C)(C)C)=O (4,4-dimethyl-3β-[[dimethyl(1,1-dimethylethyl)silyl]oxy]pregna-8,14-dien-21-oic acid methyl ester). Yield: 103.8%. RXN SMILES: [CH3:1][O:2][C:3](=[O:27])[CH2:4][C@@H:5]1[C@:22]2([CH3:23])[C:8]([C:9]3[CH2:10][CH2:11][CH:12]4[C@:17]([C:19]=3[CH2:20][CH2:21]2)([CH3:18])[CH2:16][CH2:15][C@H:14]([OH:24])[C:13]4([CH3:26])[CH3:25])=[CH:7][CH2:6]1.[Si:28](Cl)([C:31]([CH3:34])([CH3:33])[CH3:32])([CH3:30])[CH3:29].N1C=CN=C1>CN(C)C=O>[CH3:1][O:2][C:3](=[O:27])[CH2:4][C@@H:5]1[C@:22]2([CH3:23])[C:8]([C:9]3[CH2:10][CH2:11][CH:12]4[C@:17]([C:19]=3[CH2:20][CH2:21]2)([CH3:18])[CH2:16][CH2:15][C@H:14]([O:24][Si:28]([CH3:30])([CH3:29])[C:31]([CH3:34])([CH3:33])[CH3:32])[C:13]4([CH3:26])[CH3:25])=[CH:7][CH2:6]1. Procedure details: 92 g of 4,4-dimethyl-3β-hydroxypregna-8,14-dien-21-oic acid methyl ester is stirred with 0.75 liter of N,N-dimethylformamide, 51 g of tert-butyldimethylsilyl chloride and 27.8 g of imidazole for 18 hours at 70° C. After cooling, it is poured into 10 liters of an ice-cold 0.5 molar aqueous hydrochloric acid and filtered. The filter cake is taken up in ethyl acetate, washed neutral with 1N sodium hydroxide solution, dried on sodium sulfate, filtered and concentrated by evaporation. 124.8 g of 4,4-... The reactants are C(C)N (ethylamine), ClC1=NC2=CC(=C(C=C2C=C1C(=O)C(C(=O)OCC)=CN(C)C)F)F (ethyl 2-(2-chloro-6,7-difluoro-3-quinolinecarbonyl)-3-(dimethylamino)acrylate). The solvent is C(C)O (ethanol), C(C)O (ethanol). Reaction conditions: time 40 minute. Product: C(C)OC(=O)C=1C(C=2C=C3C(=NC2N(C1)CC)C=C(C(=C3)F)F)=O (3-Ethoxycarbonyl-1-ethyl-7,8-difluoro-4-oxo-1,4-dihydrobenzo [b][1,8]naphthyridine). Isolated yield 90.7%. As a reaction SMILES: [CH2:1](N)C.Cl[C:5]1[C:14]([C:15]([C:17](=[CH:23][N:24](C)[CH3:25])[C:18]([O:20][CH2:21][CH3:22])=[O:19])=[O:16])=[CH:13][C:12]2[C:7](=[CH:8][C:9]([F:28])=[C:10]([F:27])[CH:11]=2)[N:6]=1>C(O)C>[CH2:21]([O:20][C:18]([C:17]1[C:15](=[O:16])[C:14]2[CH:13]=[C:12]3[CH:11]=[C:10]([F:27])[C:9]([F:28])=[CH:8][C:7]3=[N:6][C:5]=2[N:24]([CH2:25][CH3:1])[CH:23]=1)=[O:19])[CH3:22]. Procedure details: A solution at approximately 2° C. of ethylamine (14.6 g) in ethanol (200 cc) is added in the course of 10 minutes at between 2° and 5° C. and with stirring to a suspension of ethyl 2-(2-chloro-6,7-difluoro-3-quinolinecarbonyl)-3-(dimethylamino)acrylate (20 g) in ethanol (200 cc) at approximately 2° C., the mixture is stirred for a further 40 minutes at between 2° and 5° C. and the temperature is then allowed to rise to approximately 20° C. in the course of 2 hours. After 24 hours at approximatel... The reactants are C(C=C)Br (allyl bromide), C(C)(C)(C)OC(=O)N[C@H](C(=O)O)CC1CCC(CC1)O ((S)-2-tert-butoxycarbonylamino-3-(4-hydroxy-cyclohexyl)propionic acid), [H-].[Na+] (sodium hydride). Solvent: CN(C)C=O (DMF), CN(C)C=O (DMF). Run at time 3 hour. Product: C(C=C)OC1CCC(CC1)C[C@@H](C(=O)O)NC(=O)OC(C)(C)C ((S)-3-(4-Allyloxycyclohexyl)-2-tert-butoxycarbonylaminopropionic acid). RXN SMILES: [C:1]([O:5][C:6]([NH:8][C@@H:9]([CH2:13][CH:14]1[CH2:19][CH2:18][CH:17]([OH:20])[CH2:16][CH2:15]1)[C:10]([OH:12])=[O:11])=[O:7])([CH3:4])([CH3:3])[CH3:2].[H-].[Na+].[CH2:23](Br)[CH:24]=[CH2:25]>CN(C=O)C>[CH2:25]([O:20][CH:17]1[CH2:16][CH2:15][CH:14]([CH2:13][C@H:9]([NH:8][C:6]([O:5][C:1]([CH3:4])([CH3:2])[CH3:3])=[O:7])[C:10]([OH:12])=[O:11])[CH2:19][CH2:18]1)[CH:24]=[CH2:23] |f:1.2|. Procedure: A solution of 5.42 g (18.86 mmol) of (S)-2-tert-butoxycarbonylamino-3-(4-hydroxy-cyclohexyl)propionic acid in 20 ml of DMF was added dropwise over the course of 30 min to a suspension of 1.89 g (47.14 mmol) of 60% sodium hydride in 20 ml of DMF at 0° C. Then 2.28 g (18.86 mmol) of allyl bromide were added, and the mixture was warmed to RT and then stirred for 3 h. It was cautiously quenched with water and concentrated. The residue was dissolved in water and washed with ethyl acetate. The aqueous... The reactants are BrBr, O=c1[nH]cc([N+](=O)[O-])cc1C(F)(F)F, O, BrP(Br)Br. The product is O=[N+]([O-])c1cnc(Br)c(C(F)(F)F)c1. As a reaction SMILES: [Br:19][Br:20].[N+:1](=[O:2])([O-:3])[c:4]1[cH:5][c:6]([C:11]([F:12])([F:13])[F:14])[c:7](=[O:10])[nH:8][cH:9]1.[OH2:21].[P:15]([Br:16])([Br:17])[Br:18]>>[N+:1](=[O:2])([O-:3])[c:4]1[cH:5][c:6]([C:11]([F:12])([F:13])[F:14])[c:7]([Br:16])[n:8][cH:9]1. Reactants: C(C)(=O)OC(C)=O (acetic anhydride), Cl.C(C)OC(CNC1=CC=CC=C1)=O (Phenylglycine ethyl ester hydrochloride), C(C)(=O)OC(C)=O (acetic anhydride), C(=O)[O-].[Na+] (sodium formate). Solvent: C(=O)O (formic acid). Conditions: time 2 hour. Yields the product C(C)OC(CN(C=O)C1=CC=CC=C1)=O (N-Formylphenylglycine ethyl ester). Reaction SMILES: Cl.[CH2:2]([O:4][C:5](=[O:14])[CH2:6][NH:7][C:8]1[CH:13]=[CH:12][CH:11]=[CH:10][CH:9]=1)[CH3:3].[CH:15]([O-])=[O:16].[Na+].C(OC(=O)C)(=O)C>C(O)=O>[CH2:2]([O:4][C:5](=[O:14])[CH2:6][N:7]([C:8]1[CH:13]=[CH:12][CH:11]=[CH:10][CH:9]=1)[CH:15]=[O:16])[CH3:3] |f:0.1,2.3|. Reported procedure: Phenylglycine ethyl ester hydrochloride (21.5 g; 0.1 mol) was dissolved in 200 ml of formic acid, whereto sodium formate (8.16 g; 1.2 eq.) was added, followed by adding dropwise acetic anhydride (20 ml; 2.1 eq.). After two hours' stirring, 10 ml of acetic anhydride was added dropwise, and the mixture was stirred at 50°-60° C. for 1.5 hours. After the solvent was distilled off, the residue was neutralized with an aqueous solution of sodium hydrogencarbonate and extracted with ethyl acetate. The o... Reactants: B(Br)(Br)Br (BBr3), Cl.CS(=O)(=O)C1=CC=C(C=C1)C1=C(C2=CC=C(C=C2C=C1)OC)OC1=CC=C(OCCN2CCCCC2)C=C1 (1-(2-{4-[2-(4-Methanesulfonyl-phenyl)-6-methoxy-naphthalen-1-yloxy]-phenoxy}-ethyl)-piperidine Hydrochloride), C(=O)(O)[O-].[Na+] (NaHCO3). Run in CO (MeOH), C(C)(=O)OCC (ethyl acetate), [Cl-].[Na+].O (brine), ClCCl (dichloromethane). Reaction conditions: temperature 3 celsius, time 5 minute. Yields the product CS(=O)(=O)C1=CC=C(C=C1)C=1C(=C2C=CC(=CC2=CC1)O)OC1=CC=C(C=C1)OCCN1CCCCC1 (6-(4-Methanesulfonyl-phenyl)-5-[4-(2-piperidin-1-yl-ethoxy)-phenoxy]-naphthalen-2-ol). The yield is 84.6%. RXN SMILES: Cl.[CH3:2][S:3]([C:6]1[CH:11]=[CH:10][C:9]([C:12]2[CH:21]=[CH:20][C:19]3[C:14](=[CH:15][CH:16]=[C:17]([O:22]C)[CH:18]=3)[C:13]=2[O:24][C:25]2[CH:39]=[CH:38][C:28]([O:29][CH2:30][CH2:31][N:32]3[CH2:37][CH2:36][CH2:35][CH2:34][CH2:33]3)=[CH:27][CH:26]=2)=[CH:8][CH:7]=1)(=[O:5])=[O:4].B(Br)(Br)Br.C([O-])(O)=O.[Na+]>ClCCl.CO.C(OCC)(=O)C.[Cl-].[Na+].O>[CH3:2][S:3]([C:6]1[CH:7]=[CH:8][C:9]([C:12]2[C:13]([O:24][C:25]3[CH:39]=[CH:38][C:28]([O:29][CH2:30][CH2:31][N:32]4[CH2:37][CH2:36][CH2:35][CH2:34][CH2:33]4)=[CH:27][CH:26]=3)=[C:14]3[C:19](=[CH:20][CH:21]=2)[CH:18]=[C:17]([OH:22])[CH:16]=[CH:15]3)=[CH:10][CH:11]=1)(=[O:5])=[O:4] |f:0.1,3.4,8.9.10|. Reported procedure: Dissolve the product of Example 2 (6.45 g, 11.4 mmol) in dichloromethane (200 mL) and cool to 3° C. in an ice bath. Treat this solution with neat BBr3 (5.4 mL, 57 mmol), dropwise over 5 minutes, and stir for 3 hours at 0 to 10° C. Slowly pour the reaction mixture into a 1-liter separatory funnel containing saturated aqueous NaHCO3 (300 mL) and ice. Dilute the two-phase mixture with a solution of 7.5% MeOH in ethyl acetate (EtOAc, 400 mL) and brine (100 mL). Separate the layers and back extract t... Yield: 58.7%. The product is OC1=CC=C(C=C1)N1CCN(CC1)C(=O)C=1C(=NOC1C)C1=C(C=CC=C1)C(F)(F)F ((4-(4-hydroxyphenyl)piperazine-1-yl)(5-methyl-3-(2-(trifluoromethyl)phenyl)isoxazol-4-yl)methanone). Starting materials: CC1=C(C(=NO1)C1=C(C=CC=C1)C(F)(F)F)C(=O)O (5-methyl-3-(2-(trifluoromethyl)phenyl)isoxazol-4-carboxylic acid), N1(CCNCC1)C1=CC=C(C=C1)O (4-(piperazine-1-yl)phenol), Cl.C(C)N=C=NCCCN(C)C (1-ethyl-3-(dimethylaminopropyl)carbodiimide hydrochloride), OC1=CC=CC=2NN=NC21 (hydroxybenzotriazole). As a reaction SMILES: [CH3:1][C:2]1[O:6][N:5]=[C:4]([C:7]2[CH:12]=[CH:11][CH:10]=[CH:9][C:8]=2[C:13]([F:16])([F:15])[F:14])[C:3]=1[C:17]([OH:19])=O.Cl.C(N=C=NCCCN(C)C)C.OC1C2N=NNC=2C=CC=1.[N:42]1([C:48]2[CH:53]=[CH:52][C:51]([OH:54])=[CH:50][CH:49]=2)[CH2:47][CH2:46][NH:45][CH2:44][CH2:43]1>>[OH:54][C:51]1[CH:50]=[CH:49][C:48]([N:42]2[CH2:47][CH2:46][N:45]([C:17]([C:3]3[C:4]([C:7]4[CH:12]=[CH:11][CH:10]=[CH:9][C:8]=4[C:13]([F:14])([F:15])[F:16])=[N:5][O:6][C:2]=3[CH3:1])=[O:19])[CH2:44][CH2:43]2)=[CH:53][CH:52]=1 |f:1.2|. Procedure: In a similar manner as described in Example 1, by using dimethylformimide (15 mL), 5-methyl-3-(2-(trifluoromethyl)phenyl)isoxazol-4-carboxylic acid (500 mg, 1.84 mmol), 1-ethyl-3-(dimethylaminopropyl)carbodiimide hydrochloride (388 mg, 2.02 mmol), hydroxybenzotriazole (299 mg, 2.21 mmol) and 4-(piperazine-1-yl)phenol (328 mg, 1.84 mmol), a white solid required compound (467 mg, 1.08 mmol, 59%) was obtained. Starting materials: C(C(=O)Cl)(=O)Cl (Oxalyl chloride), CN(C=O)C (N,N-dimethylformamide), C(C1=CC=CC=C1)(C1=CC=CC=C1)(C1=CC=CC=C1)SCCC(=O)O (3-(tritylthio)propanoic acid), C(C1=CC=CC=C1)(C1=CC=CC=C1)(C1=CC=CC=C1)SCCC(=O)Cl (3-(tritylthio)propanoyl chloride), CNC=1SC(=NN1)C=1C=NC=CC1 (N-methyl-5-(pyridin-3-yl)-1,3,4-thiadiazol-2-amine). The reagents and catalysts are CN(C1=CC=NC=C1)C (4-dimethylaminopyridine). The solvent is C([O-])(O)=O.[Na+] (sodium bicarbonate), C1(=CC=CC=C1)C (toluene), ClCCl (dichloromethane). Run at temperature 23 celsius, time 17 hour. Product: CN(C(CCSC(C1=CC=CC=C1)(C1=CC=CC=C1)C1=CC=CC=C1)=O)C=1SC(=NN1)C=1C=NC=CC1 (N-methyl-N-(5-(pyridin-3-yl)-1,3,4-thiadiazol-2-yl)-3-(tritylthio)propanamide). The yield is 86.1%. Reaction SMILES: C(Cl)(=O)C(Cl)=O.CN(C)C=O.[C:12]([S:31][CH2:32][CH2:33][C:34](O)=[O:35])([C:25]1[CH:30]=[CH:29][CH:28]=[CH:27][CH:26]=1)([C:19]1[CH:24]=[CH:23][CH:22]=[CH:21][CH:20]=1)[C:13]1[CH:18]=[CH:17][CH:16]=[CH:15][CH:14]=1.C(SCCC(Cl)=O)(C1C=CC=CC=1)(C1C=CC=CC=1)C1C=CC=CC=1.[CH3:62][NH:63][C:64]1[S:65][C:66]([C:69]2[CH:70]=[N:71][CH:72]=[CH:73][CH:74]=2)=[N:67][N:68]=1>C1(C)C=CC=CC=1.CN(C)C1C=CN=CC=1.ClCCl.C(=O)(O)[O-].[Na+]>[CH3:62][N:63]([C:64]1[S:65][C:66]([C:69]2[CH:70]=[N:71][CH:72]=[CH:73][CH:74]=2)=[N:67][N:68]=1)[C:34](=[O:35])[CH2:33][CH2:32][S:31][C:12]([C:13]1[CH:14]=[CH:15][CH:16]=[CH:17][CH:18]=1)([C:25]1[CH:26]=[CH:27][CH:28]=[CH:29][CH:30]=1)[C:19]1[CH:20]=[CH:21][CH:22]=[CH:23][CH:24]=1 |f:8.9|. Procedure: Oxalyl chloride (380 μL, 4.3 mmol, 1.5 equiv) and N,N-dimethylformamide (11 μL, 0.14 mmol, 0.05 equiv) were sequentially added to a stirred suspension of 3-(tritylthio)propanoic acid (1.0 g, 2.9 mmol, 1.0 equiv) in toluene (10 mL) at 23° C. The resulting bubbling white suspension was stirred at 23° C. for 17 h. The reaction mixture was concentrated by rotary evaporation. A portion of the resulting product, 3-(tritylthio)propanoyl chloride (400 mg, 1.1 mmol, 1.1 equiv), was added to a stirred sus...